This data is from the Open Reaction Database (ORD), a public repository of structured organic reaction records. The task is: describe an organic reaction: reactants, conditions, products, and yield Reactants: C1(=CC=CC=C1)S(=O)(=O)C1=CC=C(C=C1)Cl (4-chlorophenyl phenyl sulfone), O.NN (hydrazine mono-hydrate). The product is C1(=CC=CC=C1)S(=O)(=O)C1=CC=C(C=C1)NN (1-[4-(Phenylsulfonyl)phenyl]hydrazine). Run in C(CO)O (ethylene glycol), O (H2O). The reagents and catalysts are C(C)N(CC)CC (triethylamine). Procedure details: A mixture of 4-chlorophenyl phenyl sulfone (10.1 g, 40.0 mmol), hydrazine mono-hydrate (30 mL), and triethylamine (4 drops) in ethylene glycol (20 mL) is heated at 150° for 15 hr. Upon cooling, the mixture is diluted with H2O and filtered. The residual solid is washed with H2O until the washings are neural (pH=6). This material is then triturated with methylene chloride and dried under reduced pressure at 50° to give the title compound, IR (drift) 3282, 1586, 1514, 1306, 1291, 1158, 1145, 1104, ... RXN SMILES: [C:1]1([S:7]([C:10]2[CH:15]=[CH:14][C:13](Cl)=[CH:12][CH:11]=2)(=[O:9])=[O:8])[CH:6]=[CH:5][CH:4]=[CH:3][CH:2]=1.O.[NH2:18][NH2:19]>C(N(CC)CC)C.C(O)CO.O>[C:1]1([S:7]([C:10]2[CH:15]=[CH:14][C:13]([NH:18][NH2:19])=[CH:12][CH:11]=2)(=[O:9])=[O:8])[CH:6]=[CH:5][CH:4]=[CH:3][CH:2]=1 |f:1.2|. Reactants: [N+](=O)([O-])C1=CC=C(C=C1)C1=NOC(=N1)[C@@H]1N(CCCC1)C(COC1=CC=CC=C1)=O ((R)-1-{2-[3-(4-Nitro-phenyl)-[1,2,4]oxadiazol-5-yl]-piperidin-1-yl}-2-phenoxy-ethanone), [NH4+].[Cl-] (NH4Cl). The reagents and catalysts are [Zn] (Zn). Run in CO (MeOH). Reaction conditions: time 30 minute. Yields the product NC1=CC=C(C=C1)C1=NOC(=N1)[C@@H]1N(CCCC1)C(COC1=CC=CC=C1)=O ((R)-1-{2-[3-(4-Amino-phenyl)-[1,2,4]oxadiazol-5-yl]-piperidin-1-yl}-2-phenoxy-ethanone). RXN SMILES: [N+:1]([C:4]1[CH:9]=[CH:8][C:7]([C:10]2[N:14]=[C:13]([C@H:15]3[CH2:20][CH2:19][CH2:18][CH2:17][N:16]3[C:21](=[O:30])[CH2:22][O:23][C:24]3[CH:29]=[CH:28][CH:27]=[CH:26][CH:25]=3)[O:12][N:11]=2)=[CH:6][CH:5]=1)([O-])=O.[NH4+].[Cl-]>CO.[Zn]>[NH2:1][C:4]1[CH:5]=[CH:6][C:7]([C:10]2[N:14]=[C:13]([C@H:15]3[CH2:20][CH2:19][CH2:18][CH2:17][N:16]3[C:21](=[O:30])[CH2:22][O:23][C:24]3[CH:25]=[CH:26][CH:27]=[CH:28][CH:29]=3)[O:12][N:11]=2)=[CH:8][CH:9]=1 |f:1.2|. Procedure details: (R)-1-{2-[3-(4-Nitro-phenyl)-[1,2,4]oxadiazol-5-yl]-piperidin-1-yl}-2-phenoxy-ethanone were dissolved in 100 ml MeOH. 50 ml sat. NH4Cl and Zn-powder were added. The suspension was briefly heated to reflux and stirred for 30 min. After filtration the MeOH was evaporated and the product isolated via extraction ethylacetate/water. Reactants: CCO, O=[N+]([O-])c1cc(F)c(C2CC2)cc1NC1CCN(C2CCOCC2)CC1, Cl[Sn]Cl. The product is Nc1cc(F)c(C2CC2)cc1NC1CCN(C2CCOCC2)CC1. As a reaction SMILES: [CH3:30][CH2:31][OH:32].[CH:1]1([c:4]2[c:5]([F:26])[cH:6][c:7]([N+:23]([O-:24])=[O:25])[c:8]([NH:10][CH:11]3[CH2:12][CH2:13][N:14]([CH:17]4[CH2:18][CH2:19][O:20][CH2:21][CH2:22]4)[CH2:15][CH2:16]3)[cH:9]2)[CH2:2][CH2:3]1.[Sn:27]([Cl:28])[Cl:29]>>[CH:1]1([c:4]2[c:5]([F:26])[cH:6][c:7]([NH2:23])[c:8]([NH:10][CH:11]3[CH2:12][CH2:13][N:14]([CH:17]4[CH2:18][CH2:19][O:20][CH2:21][CH2:22]4)[CH2:15][CH2:16]3)[cH:9]2)[CH2:2][CH2:3]1. Starting materials: C[Si](C)(C)OS(=O)(=O)C(F)(F)F (trimethylsilyltrifluoromethanesulphonate), C(C)(=O)OCC (ethyl acetate), N,O-Bistrimethylsilylacetamide, C1(=CC=CC=C1)C(CNC1=C2N=CNC2=NC(=N1)C#N)C1=CC=CC=C1 (6-[(2,2-diphenylethyl)amino]-9H-purine-2-carbonitrile), C(C)(=O)O[C@@H]1[C@H](O[C@H]([C@@H]1OC(C)=O)OC(C)=O)COC(C)=O ((2R,3R,4R,5S)-4,5-bis(acetyloxy)-2-[(acetyloxy)methyl]tetrahydro-3-furanyl acetate). The solvent is ClC(C)(Cl)Cl (1,1,1-trichloroethane). Yields the product C(C)(=O)O[C@@H]1[C@H](O[C@H]([C@@H]1OC(C)=O)N1C2=NC(=NC(=C2N=C1)NCC(C1=CC=CC=C1)C1=CC=CC=C1)C#N)COC(C)=O ((2R,3R,4R,5R)-4-(Acetyloxy)-2-[(acetyloxy)methyl]-5-{2-cyano-6-[(2,2-diphenylethyl)amino]-9H-purin-9-yl}tetrahydro-3-furanyl acetate). The yield is 47.3%. Reaction SMILES: [C:1]1([CH:7]([C:21]2[CH:26]=[CH:25][CH:24]=[CH:23][CH:22]=2)[CH2:8][NH:9][C:10]2[N:18]=[C:17]([C:19]#[N:20])[N:16]=[C:15]3[C:11]=2[N:12]=[CH:13][NH:14]3)[CH:6]=[CH:5][CH:4]=[CH:3][CH:2]=1.[C:27]([O:30][C@H:31]1[C@@H:35]([O:36][C:37](=[O:39])[CH3:38])[C@H:34](OC(=O)C)[O:33][C@@H:32]1[CH2:44][O:45][C:46](=[O:48])[CH3:47])(=[O:29])[CH3:28].C[Si](OS(C(F)(F)F)(=O)=O)(C)C.C(OCC)(=O)C>ClC(Cl)(Cl)C>[C:27]([O:30][C@H:31]1[C@@H:35]([O:36][C:37](=[O:39])[CH3:38])[C@H:34]([N:14]2[CH:13]=[N:12][C:11]3[C:15]2=[N:16][C:17]([C:19]#[N:20])=[N:18][C:10]=3[NH:9][CH2:8][CH:7]([C:1]2[CH:2]=[CH:3][CH:4]=[CH:5][CH:6]=2)[C:21]2[CH:26]=[CH:25][CH:24]=[CH:23][CH:22]=2)[O:33][C@@H:32]1[CH2:44][O:45][C:46](=[O:48])[CH3:47])(=[O:29])[CH3:28]. Reported procedure: N,O-Bistrimethylsilylacetamide (44 ml, 0.18 mol) was added to a suspension of 6-[(2,2-diphenylethyl)amino]-9H-purine-2-carbonitrile (10.0 g, 0.03 mol) (Preparation 24) in 1,1,1-trichloroethane (250 ml). The suspension was heated under reflux. When all suspended solid had dissolved the reaction mixture was allowed to cool to room temperature and the solvent was removed under reduced pressure. The residue was twice dissolved in toluene (50 ml) and the solvent was removed under reduced pressure. Th... Reactants: NC1=C(C(=O)O)C=CC(=C1)[C@@H](CCC)NC(=O)N1CC(NC[C@@H](C1=O)CC1=C(C=CC(=C1)Cl)OC)=NOCC (2-amino-4-[(1R)-1-({[(6S)-6-(5-chloro-2-methoxybenzyl)-3-(ethoxyimino)-7-oxo-1,4-diazepan-1-yl]carbonyl}amino)butyl]benzoic acid), C(C)(=O)O.O (acetic acid water), C(C)(=O)O (acetic acid), O (water). The solvent is C(C)(=O)OCC (ethyl acetate). Run at time 30 minute. Yields the product C(C)(=O)O.NC1=C(C(=O)O)C=CC(=C1)[C@@H](CCC)NC(=O)N1C/C(/NC[C@@H](C1=O)CC1=C(C=CC(=C1)Cl)OC)=N/OCC (2-amino-4-[(1R)-1-({[(3Z,6S)-6-(5-chloro-2-methoxybenzyl)-3-(ethoxyimino)-7-oxo-1,4-diazepan-1-yl]carbonyl}amino)butyl]benzoic acid acetic acid). Isolated yield 175.8%. Reaction SMILES: [NH2:1][C:2]1[CH:10]=[C:9]([C@H:11]([NH:15][C:16]([N:18]2[C:24](=[O:25])[C@@H:23]([CH2:26][C:27]3[CH:32]=[C:31]([Cl:33])[CH:30]=[CH:29][C:28]=3[O:34][CH3:35])[CH2:22][NH:21][C:20](=[N:36][O:37][CH2:38][CH3:39])[CH2:19]2)=[O:17])[CH2:12][CH2:13][CH3:14])[CH:8]=[CH:7][C:3]=1[C:4]([OH:6])=[O:5].C(O)(=O)C.O.C(O)(=O)C.O>C(OCC)(=O)C>[C:4]([OH:6])(=[O:5])[CH3:3].[NH2:1][C:2]1[CH:10]=[C:9]([C@H:11]([NH:15][C:16]([N:18]2[C:24](=[O:25])[C@@H:23]([CH2:26][C:27]3[CH:32]=[C:31]([Cl:33])[CH:30]=[CH:29][C:28]=3[O:34][CH3:35])[CH2:22][NH:21]/[C:20](=[N:36]\[O:37][CH2:38][CH3:39])/[CH2:19]2)=[O:17])[CH2:12][CH2:13][CH3:14])[CH:8]=[CH:7][C:3]=1[C:4]([OH:6])=[O:5] |f:3.4,6.7|. Procedure details: The reaction mixture was diluted with ethyl acetate (10 ml) and filtered by a glass filter spread with Celite®, and further the residue was washed with ethyl acetate (20 ml). The filtrate and the washings were combined, then successively washed with saturated aqueous ammonium chloride solution and brine, dried over sodium sulfate, then concentrated. The concentrated residue was purified by flash column chromatography to obtain 2-amino-4-[(1R)-1-({[(6S)-6-(5-chloro-2-methoxybenzyl)-3-(ethoxyimino...